From a dataset of the Open Reaction Database (ORD), a public repository of structured organic reaction records. describe an organic reaction: reactants, conditions, products, and yield The reactants are COC1=C(OCC(C)O)C=CC(=C1)[N+](=O)[O-] (1-(2-methoxy-4-nitrophenoxy)propan-2-ol), C[Si](C)(C)CCOCCl (SEM-Cl), N#N (N2), CCN(C(C)C)C(C)C (DIPEA). The solvent is C(Cl)Cl (DCM), C(Cl)Cl (DCM). The product is COC1=C(OCC(C)OCOCC[Si](C)(C)C)C=CC(=C1)[N+](=O)[O-] ((2-((1-(2-Methoxy-4-nitrophenoxy)propan-2-yloxy)methoxy)ethyl)trimethylsilane). Yield: 156.8%. Reaction SMILES: [CH3:1][O:2][C:3]1[CH:13]=[C:12]([N+:14]([O-:16])=[O:15])[CH:11]=[CH:10][C:4]=1[O:5][CH2:6][CH:7]([OH:9])[CH3:8].[CH3:17][Si:18]([CH2:21][CH2:22][O:23][CH2:24]Cl)([CH3:20])[CH3:19].CCN(C(C)C)C(C)C.N#N>C(Cl)Cl>[CH3:1][O:2][C:3]1[CH:13]=[C:12]([N+:14]([O-:16])=[O:15])[CH:11]=[CH:10][C:4]=1[O:5][CH2:6][CH:7]([O:9][CH2:24][O:23][CH2:22][CH2:21][Si:18]([CH3:20])([CH3:19])[CH3:17])[CH3:8]. Procedure details: To a solution of 1-(2-methoxy-4-nitrophenoxy)propan-2-ol (1.537 g, 6.76 mmol) in DCM (20 mL) was added SEM-Cl (2.4 mL, 13.5 mmol) followed by DIPEA (4.7 mL, 27.1 mmol) dropwise under N2. The mixture was stirred O.N. at RT., diluted with DCM (20 mL), washed with 1N HCl, brine, dried (Na2SO4), and evaporated under reduced pressure to obtain a yellow oil (3.79 g) which was purified by flash chromatography (40 g silica, 0% to 100% EtOAc-Hexanes) to yield. Example 6A (2.03 g, 5.68 mmol, 84% yield) as...